The task is: describe an organic reaction: reactants, conditions, products, and yield. This data is from the Open Reaction Database (ORD), a public repository of structured organic reaction records. Starting materials: C(C)(C)(C)C=1OC2=C(C1)C=CC=C2[C@@](CCCCOC)(O)[C@H]2CN(CCC2)C(=O)OC(C)(C)C ((R)-tert-butyl 3-((S)-1-(2-tert-butylbenzofuran-7-yl)-1-hydroxy-5-methoxypentyl)piperidine-1-carboxylate). Solvent: C(=O)(C(F)(F)F)O.C(Cl)Cl (TFA CH2Cl2). Reaction conditions: time 1 hour. The product is C(C)(C)(C)C=1OC2=C(C1)C=CC=C2[C@@](CCCCOC)(O)[C@H]2CNCCC2 ((S)-1-(2-tert-butylbenzofuran-7-yl)-5-methoxy-1-((R)-piperidin-3-yl)pentan-1-ol). Isolated yield 93.4%. Reaction SMILES: [C:1]([C:5]1[O:6][C:7]2[C:13]([C@:14]([C@@H:22]3[CH2:27][CH2:26][CH2:25][N:24](C(OC(C)(C)C)=O)[CH2:23]3)([OH:21])[CH2:15][CH2:16][CH2:17][CH2:18][O:19][CH3:20])=[CH:12][CH:11]=[CH:10][C:8]=2[CH:9]=1)([CH3:4])([CH3:3])[CH3:2]>C(O)(C(F)(F)F)=O.C(Cl)Cl>[C:1]([C:5]1[O:6][C:7]2[C:13]([C@:14]([C@@H:22]3[CH2:27][CH2:26][CH2:25][NH:24][CH2:23]3)([OH:21])[CH2:15][CH2:16][CH2:17][CH2:18][O:19][CH3:20])=[CH:12][CH:11]=[CH:10][C:8]=2[CH:9]=1)([CH3:4])([CH3:2])[CH3:3] |f:1.2|. Procedure details: (R)-tert-butyl 3-((S)-1-(2-tert-butylbenzofuran-7-yl)-1-hydroxy-5-methoxypentyl)piperidine-1-carboxylate (250 mg, 0.53 mmol) was dissolved in 20% TFA/CH2Cl2 (4 mL). The reaction mixture was stirred at rt for 1 h. The mixture was quenched with satd aq NaHCO3 (15 mL) and extracted with EtOAc (3×10 mL). The combined organic extracts were dried over Na2SO4. The filtrate was evaporated to give a residue, which was purified by preparative HPLC to afford pure (S)-1-(2-tert-butylbenzofuran-7-yl)-5-metho... The reactants are C(C)(C)(C)OC(=O)N1CC(C1)(C)[C@H](C)C=1C=C2N3[C@@H](C(NN=C3COC2=CC1C(C)C)=O)C (3-[(R)-1-((R)-7-isopropyl-4-methyl-3-oxo-2,3,4,10-tetrahydro-9-oxa-1,2,4a-triaza-phenanthren-6-yl)-ethyl]-3-methyl-azetidine-1-carboxylic acid tert-butyl ester), Cl (HCl). Yields the product Cl.C(C)(C)C1=C(C=C2N3[C@@H](C(NN=C3COC2=C1)=O)C)[C@@H](C)C1(CNC1)C ((R)-7-isopropyl-4-methyl-6-[(R)-1-(3-methyl-azetidin-3-yl)-ethyl]-2,10-dihydro-9-oxa-1,2,4a-triaza-phenanthren-3-one hydrochloric acid). Yield: 44.0%. Reaction SMILES: C(OC([N:8]1[CH2:11][C:10]([C@@H:13]([C:15]2[CH:16]=[C:17]3[C:26](=[CH:27][C:28]=2[CH:29]([CH3:31])[CH3:30])[O:25][CH2:24][C:23]2[N:18]3[C@H:19]([CH3:33])[C:20](=[O:32])[NH:21][N:22]=2)[CH3:14])([CH3:12])[CH2:9]1)=O)(C)(C)C.[ClH:34]>>[ClH:34].[CH:29]([C:28]1[CH:27]=[C:26]2[C:17]([N:18]3[C:23]([CH2:24][O:25]2)=[N:22][NH:21][C:20](=[O:32])[C@H:19]3[CH3:33])=[CH:16][C:15]=1[C@H:13]([C:10]1([CH3:12])[CH2:9][NH:8][CH2:11]1)[CH3:14])([CH3:30])[CH3:31] |f:2.3|. Procedure: A solution of 3-[(R)-1-((R)-7-isopropyl-4-methyl-3-oxo-2,3,4,10-tetrahydro-9-oxa-1,2,4a-triaza-phenanthren-6-yl)-ethyl]-3-methyl-azetidine-1-carboxylic acid tert-butyl ester (0.0736 g, 0.162 mmol) in HCl (4M in EtOAc, 0.8 mL) was stirred for 1.5 h at ambient temperature. The reaction mixture was concentrated in vacuo and the residue was purified by prep-HPLC (Table 3, Method 27) to give (R)-7-isopropyl-4-methyl-6-[(R)-1-(3-methyl-azetidin-3-yl)-ethyl]-2,10-dihydro-9-oxa-1,2,4a-triaza-phenanthren... Reactants: Cc1cccc(NC2(C(N)=O)CCN(Cc3ccccc3)CC2)c1, CCOC(OCC)OCC. Yields the product Cc1cccc(N2C=NC(=O)C23CCN(Cc2ccccc2)CC3)c1. Reaction SMILES: [CH3:1][c:2]1[cH:3][c:4]([NH:8][C:9]2([C:22](=[O:23])[NH2:24])[CH2:10][CH2:11][N:12]([CH2:15][c:16]3[cH:17][cH:18][cH:19][cH:20][cH:21]3)[CH2:13][CH2:14]2)[cH:5][cH:6][cH:7]1.[CH:25]([O:26][CH2:27][CH3:28])([O:29][CH2:30][CH3:31])[O:32][CH2:33][CH3:34]>>[CH3:1][c:2]1[cH:3][c:4]([N:8]2[C:9]3([CH2:10][CH2:11][N:12]([CH2:15][c:16]4[cH:17][cH:18][cH:19][cH:20][cH:21]4)[CH2:13][CH2:14]3)[C:22](=[O:23])[N:24]=[CH:25]2)[cH:5][cH:6][cH:7]1. The reactants are CC1(C(CCC(C1)(C)C)=O)C (2,2,4,4-Tetramethylcyclohexanone), Cl (hydrochloric acid), CC(=O)C (acetone). The solvent is [Cl-].[Na+].O (brine). Conditions: time 2.5 hour. The product is CC1(CCC(CC1)=O)C=C (4-Methyl-4-vinylcyclohexanone). The yield is 94.0%. Reaction SMILES: C[C:2]1(C)[CH2:7][C:6]([CH3:9])([CH3:8])[CH2:5][CH2:4][C:3]1=[O:10].Cl.[CH3:13]C(C)=O>[Cl-].[Na+].O>[CH3:9][C:6]1([CH:8]=[CH2:13])[CH2:7][CH2:2][C:3](=[O:10])[CH2:4][CH2:5]1 |f:3.4.5|. Procedure: To a stirred solution of 2 (1.98 mmol, 360 mg) in acetone (7.76 mL) was added 10% aqueous hydrochloric acid solution (3.02 mL), and the resulting mixture was stirred at room temperature for 2.5 hours. The reaction mixture was then diluted with brine (40 mL) and extracted with methylene chloride/ethyl ether (1:2, 3×30 mL). The organic layers were combined and washed with saturated aqueous sodium bicarbonate solution (2×30 mL) and brine (1×30 mL), then dried over magnesium sulfate, filtered, and c... Starting materials: CC=1ON=C2C1C(N(C1=CN=CC=C21)C2CC(CCC2)C(=O)O)=O (3-(3-methyl-4-oxo-5H-2-oxa-1,5,7-triaza-cyclopenta[a]naphthalen-5-yl)-cyclohexanecarboxylic acid), Cl.CN(CCCN=C=NCC)C (1-[3-(dimethyl-amino)propyl]-3-ethylcarbodiimide hydrochloride), ON1N=NC2=C1N=CC=C2 (1-hydroxy-7-azabenzo-triazole), C(C)(C)N(C(C)C)CC (N,N-diisopropylethyl amine), COC=1C=C(CN)C=C(C1OC)OC (3,4,5-trimethoxy benzylamine). Solvent: CN(C=O)C (N,N-dimethyl-formamide). Product: COC=1C=C(CNC(=O)C2CC(CCC2)N2C(C=3C(C4=CC=NC=C24)=NOC3C)=O)C=C(C1OC)OC (3-(3-Methyl-4-oxo-5H-2-oxa-1,5,7-triaza-cyclopenta[a]naphthalen-5-yl)-cyclohexanecarboxylic acid 3,4,5-trimethoxy-benzylamide). The yield is 86.9%. Reaction SMILES: [CH3:1][C:2]1[O:3][N:4]=[C:5]2[C:14]3[C:9](=[CH:10][N:11]=[CH:12][CH:13]=3)[N:8]([CH:15]3[CH2:20][CH2:19][CH2:18][CH:17]([C:21]([OH:23])=O)[CH2:16]3)[C:7](=[O:24])[C:6]=12.Cl.CN(C)CCCN=C=NCC.ON1C2N=CC=CC=2N=N1.C(N(CC)C(C)C)(C)C.[CH3:56][O:57][C:58]1[CH:59]=[C:60]([CH:63]=[C:64]([O:68][CH3:69])[C:65]=1[O:66][CH3:67])[CH2:61][NH2:62]>CN(C)C=O>[CH3:69][O:68][C:64]1[CH:63]=[C:60]([CH:59]=[C:58]([O:57][CH3:56])[C:65]=1[O:66][CH3:67])[CH2:61][NH:62][C:21]([CH:17]1[CH2:18][CH2:19][CH2:20][CH:15]([N:8]2[C:9]3[C:14](=[CH:13][CH:12]=[N:11][CH:10]=3)[C:5]3=[N:4][O:3][C:2]([CH3:1])=[C:6]3[C:7]2=[O:24])[CH2:16]1)=[O:23] |f:1.2|. Procedure: Combine 3-(3-methyl-4-oxo-5H-2-oxa-1,5,7-triaza-cyclopenta[a]naphthalen-5-yl)-cyclohexanecarboxylic acid (50 mg, 0.15 mmol) with 1-[3-(dimethyl-amino)propyl]-3-ethylcarbodiimide hydrochloride (32 mg, 0.17 mmol), 1-hydroxy-7-azabenzo-triazole (23 mg, 0.17 mmol), N,N-diisopropylethyl amine (44 mg, 3.4 mmol) and 3,4,5-trimethoxy benzylamine (33 mg, 0.17 mmol) in N,N-dimethyl-formamide (4 mL) and stir overnight at ambient temperature. Concentrate in vacuo and take up in water and extract with dichlo... Starting materials: CCOCC, OC1CCOc2cc(F)ccc21, O=S(Cl)Cl, c1ccncc1. Product: Fc1ccc2c(c1)OCCC2Cl. RXN SMILES: [CH3:23][CH2:24][O:25][CH2:26][CH3:27].[F:1][c:2]1[cH:3][cH:4][c:5]2[c:10]([cH:11]1)[O:9][CH2:8][CH2:7][CH:6]2[OH:12].[S:19]([Cl:20])([Cl:21])=[O:22].[cH:13]1[cH:14][cH:15][n:16][cH:17][cH:18]1>>[F:1][c:2]1[cH:3][cH:4][c:5]2[c:10]([cH:11]1)[O:9][CH2:8][CH2:7][CH:6]2[Cl:21]. Reactants: CCCCO, CCN(C(C)C)C(C)C, CC(N)c1nc2ccc(F)cc2n1-c1cncc(F)c1, N#Cc1c(N)ncnc1Cl. Product: CC(Nc1ncnc(N)c1C#N)c1nc2ccc(F)cc2n1-c1cncc(F)c1. As a reaction SMILES: [CH2:40]([OH:41])[CH2:42][CH2:43][CH3:44].[CH:11]([N:12]([CH2:13][CH3:14])[CH:15]([CH3:16])[CH3:17])([CH3:18])[CH3:19].[F:20][c:21]1[cH:22][cH:23][c:24]2[c:25]([n:26](-[c:32]3[cH:33][n:34][cH:35][c:36]([F:38])[cH:37]3)[c:27]([CH:29]([CH3:30])[NH2:31])[n:28]2)[cH:39]1.[NH2:1][c:2]1[n:3][cH:4][n:5][c:6]([Cl:10])[c:7]1[C:8]#[N:9]>>[NH2:1][c:2]1[n:3][cH:4][n:5][c:6]([NH:31][CH:29]([c:27]2[n:26](-[c:32]3[cH:33][n:34][cH:35][c:36]([F:38])[cH:37]3)[c:25]3[c:24]([cH:23][cH:22][c:21]([F:20])[cH:39]3)[n:28]2)[CH3:30])[c:7]1[C:8]#[N:9].